Task: describe an organic reaction: reactants, conditions, products, and yield. Dataset: the Open Reaction Database (ORD), a public repository of structured organic reaction records Starting materials: FC=1C(=C2C(C(=CN(C2=C(C1F)F)[C@H]1[C@H](C1)F)C(=O)O)=O)C (6,7,8-trifluoro-1-[(1R,2S)-2-fluorocyclopropyl]-5-methyl-4-oxo-1,4-dihydroquinoline-3-carboxylic acid), C(C)(C)(C)OC(=O)N[C@H]1CNCC1 ((R)-3-t-butoxycarbonylaminopyrrolidine). The product is N[C@H]1CN(CC1)C1=C(C(=C2C(C(=CN(C2=C1F)[C@H]1[C@H](C1)F)C(=O)O)=O)C)F (7-[3-(R)-Aminopyrrolidinyl]-6,8-difluoro-1-[(1R,2S)-2-fluorocyclopropyl]-5-methyl-4-oxo-1,4-dihydroquinoline-3-carboxylic Acid). Yield: 66.1%. As a reaction SMILES: [F:1][C:2]1[C:3]([CH3:22])=[C:4]2[C:9](=[C:10]([F:13])[C:11]=1F)[N:8]([C@@H:14]1[CH2:16][C@@H:15]1[F:17])[CH:7]=[C:6]([C:18]([OH:20])=[O:19])[C:5]2=[O:21].C(OC([NH:30][C@@H:31]1[CH2:35][CH2:34][NH:33][CH2:32]1)=O)(C)(C)C>>[NH2:30][C@@H:31]1[CH2:35][CH2:34][N:33]([C:11]2[C:10]([F:13])=[C:9]3[C:4]([C:5](=[O:21])[C:6]([C:18]([OH:20])=[O:19])=[CH:7][N:8]3[C@@H:14]3[CH2:16][C@@H:15]3[F:17])=[C:3]([CH3:22])[C:2]=2[F:1])[CH2:32]1. Procedure: A hundred milligrams of 6,7,8-trifluoro-1-[(1R,2S)-2-fluorocyclopropyl]-5-methyl-4-oxo-1,4-dihydroquinoline-3-carboxylic acid and 120 mg of (R)-3-t-butoxycarbonylaminopyrrolidine were reacted in the same manner as in Example 7, and the reaction mixture was worked up similarly to yield 80 mg of the titled compound as a grayish white to yellowish white substance. Reactants: CC1=C(OCC2=C(C(O)C3=NC=CC=C3)C=CC=C2)C=C(C=C1)C (2-[2-(2,5-dimethylphenoxymethyl)-α-hydroxybenzyl]pyridine), CN(C=O)C (N,N-dimethylformamide), CI (methyl iodide), [H-].[Na+] (sodium hydride). Run in CCOCC (ether). Run at time 3 hour. Yields the product CC1=C(OCC2=C(C(OC)C3=NC=CC=C3)C=CC=C2)C=C(C=C1)C (2-[2-(2,5-dimethylphenoxymethyl)-α-methoxybenzyl]pyridine). Isolated yield 92.3%. As a reaction SMILES: [CH3:1][C:2]1[CH:23]=[CH:22][C:21]([CH3:24])=[CH:20][C:3]=1[O:4][CH2:5][C:6]1[CH:19]=[CH:18][CH:17]=[CH:16][C:7]=1[CH:8]([C:10]1[CH:15]=[CH:14][CH:13]=[CH:12][N:11]=1)[OH:9].[CH3:25]N(C)C=O.CI.[H-].[Na+]>CCOCC>[CH3:1][C:2]1[CH:23]=[CH:22][C:21]([CH3:24])=[CH:20][C:3]=1[O:4][CH2:5][C:6]1[CH:19]=[CH:18][CH:17]=[CH:16][C:7]=1[CH:8]([C:10]1[CH:15]=[CH:14][CH:13]=[CH:12][N:11]=1)[O:9][CH3:25] |f:3.4|. Reported procedure: To a mixture of 0.42 g (1.3 mmol) of 2-[2-(2,5-dimethylphenoxymethyl)-α-hydroxybenzyl]pyridine, 4 ml of N,N-dimethylformamide and 0.12 ml (2 mmol) of methyl iodide was added 0.07 g (1.7 mmol) of 60% sodium hydride under ice-cooling and stirred at the same temperature for 3 hours. After completion of the reaction, 100 ml of ether was added and washed twice with 80 ml of brine. The ether layer was dried over anhydrous magnesium and concentrated under reduced pressure. The residue was purified by c... Reactants: O=C([O-])O, C#CCBr, CCO, [Na+], COc1cc2c(cc1OC)-c1c(O)c(OC)cc3c1C(C2)NCC3. Product: C#CCN1CCc2cc(OC)c(O)c3c2C1Cc1cc(OC)c(OC)cc1-3. RXN SMILES: [C:25](=[O:26])([OH:27])[O-:28].[CH2:30]([C:31]#[CH:32])[Br:33].[CH3:34][CH2:35][OH:36].[Na+:29].[OH:1][c:2]1[c:3]([O:23][CH3:24])[cH:4][c:5]2[c:14]3[c:13]1-[c:12]1[c:11]([cH:18][c:17]([O:19][CH3:20])[c:16]([O:21][CH3:22])[cH:15]1)[CH2:10][CH:9]3[NH:8][CH2:7][CH2:6]2>>[OH:1][c:2]1[c:3]([O:23][CH3:24])[cH:4][c:5]2[c:14]3[c:13]1-[c:12]1[c:11]([cH:18][c:17]([O:19][CH3:20])[c:16]([O:21][CH3:22])[cH:15]1)[CH2:10][CH:9]3[N:8]([CH2:32][C:31]#[CH:30])[CH2:7][CH2:6]2. Reactants: C(C)OC(CC(=O)CCl)=O (4-chloroacetoacetic acid ethyl ester), S1C=C(C=C1)C=O (thiophene-3-aldehyde), C(C)(=O)O (acetic acid), N1CCCCC1 (piperidine). Solvent: C1=CC=CC=C1 (benzene), O (water), CCOCC (ether). Reaction conditions: time 7 hour. The product is C(C)OC(C(C(CCl)=O)=C1CSC=C1)=O (2-(3-Thienylidene)-3-oxo-4-chlorobutyric acid ethyl ester). Reaction SMILES: [CH2:1]([O:3][C:4](=[O:10])[CH2:5][C:6]([CH2:8][Cl:9])=[O:7])[CH3:2].[S:11]1[CH:15]=[CH:14][C:13](C=O)=[CH:12]1.C(O)(=O)C.N1CCCCC1>C1C=CC=CC=1.CCOCC.O>[CH2:1]([O:3][C:4](=[O:10])[C:5](=[C:14]1[CH:13]=[CH:12][S:11][CH2:15]1)[C:6](=[O:7])[CH2:8][Cl:9])[CH3:2]. Reported procedure: 55.3 g of 4-chloroacetoacetic acid ethyl ester, 41 g of thiophene-3-aldehyde, 3.8 ml of glacial acetic acid and 1.5 ml of piperidine were dissolved in 30 ml of benzene. The solution was boiled for 7 hours, using a water separator, and, after the solution had been cooled, 400 ml of ether were added and the mixture was extracted three times with water. After the extract had been dried over sodium sulphate and the solvent had been evaporated off, the crude product was subjected to incipient distill... Starting materials: O=CNc1cc(Cl)ccc1OCOc1ccccc1Br, O=C([O-])[O-], [Cu], [K+], [K+]. Product: Clc1ccc2c(c1)Nc1ccccc1OCO2. Reaction SMILES: [Br:1][c:2]1[c:3]([O:4][CH2:5][O:6][c:7]2[c:8]([NH:14][CH:15]=[O:16])[cH:9][c:10]([Cl:13])[cH:11][cH:12]2)[cH:17][cH:18][cH:19][cH:20]1.[C:21](=[O:22])([O-:23])[O-:24].[Cu:27].[K+:25].[K+:26]>>[c:2]12[c:3]([cH:17][cH:18][cH:19][cH:20]1)[O:4][CH2:5][O:6][c:7]1[c:8]([cH:9][c:10]([Cl:13])[cH:11][cH:12]1)[NH:14]2.